Dataset: the Open Reaction Database (ORD), a public repository of structured organic reaction records. Task: describe an organic reaction: reactants, conditions, products, and yield Starting materials: O=C(Cl)c1ccccc1, ClCCl, O, CCC12CCC3C4CCC(=O)C=C4CCC3C1C(O)CC2=O, c1ccncc1. The product is CCC12CCC3C4CCC(=O)C=C4CCC3C1C(OC(=O)c1ccccc1)CC2=O. As a reaction SMILES: [C:1]([c:2]1[cH:3][cH:4][cH:5][cH:6][cH:7]1)(=[O:8])[Cl:9].[CH2:39]([Cl:40])[Cl:41].[OH2:32].[OH:10][CH:11]1[CH2:12][C:13](=[O:31])[C:14]2([CH2:15][CH3:16])[CH:17]1[CH:18]1[CH2:19][CH2:20][C:21]3=[CH:22][C:23](=[O:30])[CH2:24][CH2:25][CH:26]3[CH:27]1[CH2:28][CH2:29]2.[cH:33]1[cH:34][cH:35][n:36][cH:37][cH:38]1>>[C:1]([c:2]1[cH:3][cH:4][cH:5][cH:6][cH:7]1)(=[O:8])[O:10][CH:11]1[CH2:12][C:13](=[O:31])[C:14]2([CH2:15][CH3:16])[CH:17]1[CH:18]1[CH2:19][CH2:20][C:21]3=[CH:22][C:23](=[O:30])[CH2:24][CH2:25][CH:26]3[CH:27]1[CH2:28][CH2:29]2.